Dataset: the Open Reaction Database (ORD), a public repository of structured organic reaction records. Task: describe an organic reaction: reactants, conditions, products, and yield Reactants: CC(C#N)(O)C (acetone cyanohydrin), ClC1=CC(=C(C=C1)CO)I ((4-Chloro-2-iodophenyl)methanol), C1=CC=C(C=C1)P(C2=CC=CC=C2)C3=CC=CC=C3 (PPh3), N(=NC(=O)OC(C)C)C(=O)OC(C)C (Diisopropyl azodicarboxylate). Solvent: C(C)OCC (diethyl ether), CCOCC (Et2O). Conditions: time 20 minute. The product is ClC1=CC(=C(C=C1)CC#N)I (2-(4-Chloro-2-iodophenyl)acetonitrile). As a reaction SMILES: [Cl:1][C:2]1[CH:7]=[CH:6][C:5]([CH2:8]O)=[C:4]([I:10])[CH:3]=1.C1C=CC(P(C2C=CC=CC=2)C2C=CC=CC=2)=CC=1.[N:30]([C:38](OC(C)C)=O)=NC(OC(C)C)=O.CC(C)(O)C#N>CCOCC>[Cl:1][C:2]1[CH:7]=[CH:6][C:5]([CH2:8][C:38]#[N:30])=[C:4]([I:10])[CH:3]=1. Procedure details: (4-Chloro-2-iodophenyl)methanol (4.67 g, 17 mmol) and PPh3 (6 mL, 26 mmol) were stirred in Et2O at 0° C. Diisopropyl azodicarboxylate (5 mL, 26 mmol) was added dropwise, and the reaction was stirred for 20 minutes (a white precipitate formed). A solution of acetone cyanohydrin (2 mL, 26 mmol) in diethyl ether (5 mL) was added dropwise to the reaction. The resulting solution was stirred for 5 minutes at 0° C. and then allowed to warm to room temperature over two hours. The reaction was monitored ... Starting materials: C(C)OP(OCC)(=O)CC1=CC(=C(C(=C1)OC)CCC)OC (diethyl(3,5-dimethoxy-4-1-propylbenzyl)phosphonate), FC=1C=C(C=O)C=CC1 (3-fluorobenzaldehyde). Yields the product COC=1C=C(C=C(C1CCC)OC)C=CC1=CC(=CC=C1)F (1-(3,5-Dimethoxy-4-1-propylphenyl)-2-(3-fluorophenyl)ethene). Reaction SMILES: C(OP([CH2:9][C:10]1[CH:15]=[C:14]([O:16][CH3:17])[C:13]([CH2:18][CH2:19][CH3:20])=[C:12]([O:21][CH3:22])[CH:11]=1)(=O)OCC)C.[F:23][C:24]1[CH:25]=[C:26]([CH:29]=[CH:30][CH:31]=1)[CH:27]=O>>[CH3:17][O:16][C:14]1[CH:15]=[C:10]([CH:9]=[CH:27][C:26]2[CH:29]=[CH:30][CH:31]=[C:24]([F:23])[CH:25]=2)[CH:11]=[C:12]([O:21][CH3:22])[C:13]=1[CH2:18][CH2:19][CH3:20]. Reported procedure: This material was prepared from diethyl(3,5-dimethoxy-4-1-propylbenzyl)phosphonate and 3-fluorobenzaldehyde in the same way as described in Example 21.